From a dataset of the Open Reaction Database (ORD), a public repository of structured organic reaction records. describe an organic reaction: reactants, conditions, products, and yield The reactants are O=C(O)C1(c2ccc(F)cc2Cl)CCCCC1, Cc1ccc(NC(=O)C(C)C)cc1C1CCN(CCCN)CC1. Product: Cc1ccc(NC(=O)C(C)C)cc1C1CCN(CCCNC(=O)C2(c3ccc(F)cc3Cl)CCCCC2)CC1. As a reaction SMILES: [Cl:1][c:2]1[c:3]([C:9]2([C:15](=[O:16])[OH:17])[CH2:10][CH2:11][CH2:12][CH2:13][CH2:14]2)[cH:4][cH:5][c:6]([F:8])[cH:7]1.[NH2:18][CH2:19][CH2:20][CH2:21][N:22]1[CH2:23][CH2:24][CH:25]([c:28]2[cH:29][c:30]([NH:35][C:36]([CH:37]([CH3:38])[CH3:39])=[O:40])[cH:31][cH:32][c:33]2[CH3:34])[CH2:26][CH2:27]1>>[Cl:1][c:2]1[c:3]([C:9]2([C:15](=[O:17])[NH:18][CH2:19][CH2:20][CH2:21][N:22]3[CH2:23][CH2:24][CH:25]([c:28]4[cH:29][c:30]([NH:35][C:36]([CH:37]([CH3:38])[CH3:39])=[O:40])[cH:31][cH:32][c:33]4[CH3:34])[CH2:26][CH2:27]3)[CH2:10][CH2:11][CH2:12][CH2:13][CH2:14]2)[cH:4][cH:5][c:6]([F:8])[cH:7]1. Starting materials: N1C=NC(=C1)C=1C(=NOC1C(F)(F)F)C1=CC=CC=C1 (4-(1H-imidazol-4-yl)-3-phenyl-5-trifluoromethyl-isoxazole), ClC1=NC=CC=N1 (2-chloropyrimidine). Yield: 35.0%. Reaction SMILES: [NH:1]1[CH:5]=[C:4]([C:6]2[C:7]([C:15]3[CH:20]=[CH:19][CH:18]=[CH:17][CH:16]=3)=[N:8][O:9][C:10]=2[C:11]([F:14])([F:13])[F:12])[N:3]=[CH:2]1.Cl[C:22]1[N:27]=[CH:26][CH:25]=[CH:24][N:23]=1>>[C:15]1([C:7]2[C:6]([C:4]3[N:3]=[CH:2][N:1]([C:22]4[N:27]=[CH:26][CH:25]=[CH:24][N:23]=4)[CH:5]=3)=[C:10]([C:11]([F:14])([F:12])[F:13])[O:9][N:8]=2)[CH:16]=[CH:17][CH:18]=[CH:19][CH:20]=1. Procedure details: As described for Example 4, 4-(1H-imidazol-4-yl)-3-phenyl-5-trifluoromethyl-isoxazole (67.4 mg, 0.48 mmol) was converted, using 2-chloropyrimidine instead of 4-fluorobenzotrifluoride, to the title compound (40 mg, 35%) which was obtained as a white solid. MS: m/e=358.2 [M+H]+. Yields the product C1(=CC=CC=C1)C1=NOC(=C1C=1N=CN(C1)C1=NC=CC=N1)C(F)(F)F (2-[4-(3-Phenyl-5-trifluoromethyl-isoxazol-4-yl)-imidazol-1-yl]-pyrimidine).